Dataset: the Open Reaction Database (ORD), a public repository of structured organic reaction records. Task: describe an organic reaction: reactants, conditions, products, and yield The reactants are Cc1c(OC(=O)C(C)(C)C)cn2nc[nH]c(=O)c12, Cc1ccccc1, CCOC(C)=O, CCN(C(C)C)C(C)C, O, O=P(Cl)(Cl)Cl. As a reaction SMILES: [C:1]([C:2]([CH3:3])([CH3:4])[CH3:5])(=[O:6])[O:7][c:8]1[c:9]([CH3:18])[c:10]2[c:11](=[O:17])[nH:12][cH:13][n:14][n:15]2[cH:16]1.[CH3:33][c:34]1[cH:35][cH:36][cH:37][cH:38][cH:39]1.[CH3:40][CH2:41][O:42][C:43](=[O:44])[CH3:45].[CH:24]([N:25]([CH2:26][CH3:27])[CH:28]([CH3:29])[CH3:30])([CH3:31])[CH3:32].[OH2:46].[P:19]([Cl:20])([Cl:21])([Cl:22])=[O:23]>>[C:1]([C:2]([CH3:3])([CH3:4])[CH3:5])(=[O:6])[O:7][c:8]1[c:9]([CH3:18])[c:10]2[c:11]([Cl:21])[n:12][cH:13][n:14][n:15]2[cH:16]1. Product: Cc1c(OC(=O)C(C)(C)C)cn2ncnc(Cl)c12. Starting materials: C(C)(=O)NC(C(=O)OCC)(C(=O)OCC)CCC1=CC=C(C=C1)CCCCCCCC (Diethyl 2-acetamido-2-[2-(4-octylphenyl)ethyl]malonate), Cl (hydrochloric acid). Procedure details: Diethyl 2-acetamido-2-[2-(4-octylphenyl)ethyl]malonate (20 g) was added to a 5N aqueous hydrochloric acid solution (350 ml) and the mixture was refluxed under heating for 6.5 hours. Ethanol (45 ml) was added to the mixture and the whole mixture was further refluxed under heating for 1.5 hours. The reaction mixture was concentrated under reduced pressure to give the subject compound (20 g). Run in C(C)O (Ethanol). Reaction SMILES: C([NH:4][C:5]([CH2:16][CH2:17][C:18]1[CH:23]=[CH:22][C:21]([CH2:24][CH2:25][CH2:26][CH2:27][CH2:28][CH2:29][CH2:30][CH3:31])=[CH:20][CH:19]=1)(C(OCC)=O)[C:6]([O:8]CC)=[O:7])(=O)C.[ClH:32]>C(O)C>[ClH:32].[NH2:4][CH:5]([CH2:16][CH2:17][C:18]1[CH:19]=[CH:20][C:21]([CH2:24][CH2:25][CH2:26][CH2:27][CH2:28][CH2:29][CH2:30][CH3:31])=[CH:22][CH:23]=1)[C:6]([OH:8])=[O:7] |f:3.4|. The product is Cl.NC(C(=O)O)CCC1=CC=C(C=C1)CCCCCCCC (2-Amino-4-(4-octylphenyl)butanoic acid hydrochloride). Starting materials: Cc1ccc(Br)nc1, C1CCOC1, [Li]CCCC, CC#N, O. Product: Cc1ccc(CC#N)nc1. As a reaction SMILES: [Br:9][c:10]1[n:11][cH:12][c:13]([CH3:16])[cH:14][cH:15]1.[CH2:18]1[O:19][CH2:20][CH2:21][CH2:22]1.[CH2:4]([Li:5])[CH2:6][CH2:7][CH3:8].[CH3:1][C:2]#[N:3].[OH2:17]>>[CH2:1]([C:2]#[N:3])[c:10]1[n:11][cH:12][c:13]([CH3:16])[cH:14][cH:15]1. Reactants: C(C)C1=CC=C(S1)C1=C(N=CO1)C (5-(5-ethylthiophen-2-yl)-4-methyloxazole), ClC(C(Cl)(Cl)Cl)(Cl)Cl (hexachloroethane), [Li+].C[Si](C)(C)[N-][Si](C)(C)C (LiHMDS). Solvent: C1CCOC1 (THF). Conditions: temperature -78 celsius, time 20 minute. Yields the product EtOAc hexanes, ClC=1OC(=C(N1)C)C=1SC(=CC1)CC (2-chloro-5-(5-ethylthiophen-2-yl)-4-methyloxazole). Isolated yield 61.6%. As a reaction SMILES: [CH2:1]([C:3]1[S:7][C:6]([C:8]2[O:12][CH:11]=[N:10][C:9]=2[CH3:13])=[CH:5][CH:4]=1)[CH3:2].[Li+].C[Si]([N-][Si](C)(C)C)(C)C.[Cl:24]C(Cl)(Cl)C(Cl)(Cl)Cl>C1COCC1>[Cl:24][C:11]1[O:12][C:8]([C:6]2[S:7][C:3]([CH2:1][CH3:2])=[CH:4][CH:5]=2)=[C:9]([CH3:13])[N:10]=1 |f:1.2|. Procedure: A solution of Example 33A (0.94 g, 4.8 mmol) in THF (20 mL) was cooled to −78° C., then treated slowly with LiHMDS (1M in THF, 6.3 mL, 6.3 mmol). The reaction was stirred at −78° C. for 20 min and then treated all at once with solid hexachloroethane (2.31 g, 9.75 mmol). The flask was removed from the cold bath, and the reaction mixture was allowed to stir overnight at room temperature. After this time, it was poured into water and extracted with Et2O. The combined Et2O extracts were concentrated... Reactants: CS(C)=O, CCCCCC, CC#N, Cc1ccn2nc(S(=O)(=O)Cl)nc2n1, Nc1c(Cl)cccc1Cl, c1ccncc1. The product is Cc1ccn2nc(S(=O)(=O)Nc3c(Cl)cccc3Cl)nc2n1. Reaction SMILES: [CH3:30][S:31](=[O:32])[CH3:33].[CH3:34][CH2:35][CH2:36][CH2:37][CH2:38][CH3:39].[CH3:40][C:41]#[N:42].[Cl:10][S:11](=[O:12])(=[O:13])[c:14]1[n:15][n:16]2[c:17]([n:18][c:19]([CH3:22])[cH:20][cH:21]2)[n:23]1.[NH2:1][c:2]1[c:3]([Cl:4])[cH:5][cH:6][cH:7][c:8]1[Cl:9].[cH:24]1[cH:25][cH:26][n:27][cH:28][cH:29]1>>[NH:1]([c:2]1[c:3]([Cl:4])[cH:5][cH:6][cH:7][c:8]1[Cl:9])[S:11](=[O:12])(=[O:13])[c:14]1[n:15][n:16]2[c:17]([n:18][c:19]([CH3:22])[cH:20][cH:21]2)[n:23]1. The reactants are tetrakistriphenylphosphine palladium, C([O-])([O-])=O.[Na+].[Na+] (sodium carbonate), O1CCOC12CC=C(CC2)OS(=O)(=O)C(F)(F)F (trifluoro-methanesulfonic acid 1,4-dioxa-spiro[4.5]dec-7-en-8-yl ester), COC1=NC=CC=C1B(O)O (2-methoxypyridine-3-boronic acid). Solvent: O1CCOCC1 (dioxane). Conditions: temperature 100 celsius. Yields the product O1CCOC12CC=C(CC2)C=2C(=NC=CC2)OC (3-(1,4-Dioxa-spiro[4.5]dec-7-en-8-yl)-2-methoxy-pyridine). RXN SMILES: [O:1]1[C:5]2([CH2:10][CH2:9][C:8](OS(C(F)(F)F)(=O)=O)=[CH:7][CH2:6]2)[O:4][CH2:3][CH2:2]1.[CH3:19][O:20][C:21]1[C:26](B(O)O)=[CH:25][CH:24]=[CH:23][N:22]=1.C(=O)([O-])[O-].[Na+].[Na+]>O1CCOCC1>[O:1]1[C:5]2([CH2:10][CH2:9][C:8]([C:26]3[C:21]([O:20][CH3:19])=[N:22][CH:23]=[CH:24][CH:25]=3)=[CH:7][CH2:6]2)[O:4][CH2:3][CH2:2]1 |f:2.3.4|. Procedure details: To a mixture of trifluoro-methanesulfonic acid 1,4-dioxa-spiro[4.5]dec-7-en-8-yl ester (prepared according to JOC, 69, 3943, 2004, 1.27 g, 3.47 mmol) and 2-methoxypyridine-3-boronic acid (Aldrich, 637 mg, 4.17 mmol) was added tetrakistriphenylphosphine palladium (120 mg, 0.10 mmol), dioxane (10 mL) and aqueous sodium carbonate (4.00 mL, 8.00 mmol, 2N). The reaction mixture was heated to 100° C. under argon for 16 hours and then cooled to room temperature and extracted with ethyl acetate. The org... Reactants: CCCCBr, CCCC[N+](CCCC)(CCCC)CCCC, [I-], [Na+], CN(C)C=O, [O-]N=[N+]([O-])N1CCCC1CO. Product: CCCCON=[N+]([O-])N1CCCC1CO. Reaction SMILES: [Br:13][CH2:14][CH2:15][CH2:16][CH3:17].[CH2:19]([N+:20]([CH2:21][CH2:22][CH2:23][CH3:24])([CH2:25][CH2:26][CH2:27][CH3:28])[CH2:29][CH2:30][CH2:31][CH3:32])[CH2:33][CH2:34][CH3:35].[I-:18].[Na+:12].[O:36]=[CH:37][N:38]([CH3:39])[CH3:40].[OH:1][CH2:2][CH:3]1[N:4]([N+:8](=[N:9][O-:10])[O-:11])[CH2:5][CH2:6][CH2:7]1>>[OH:1][CH2:2][CH:3]1[N:4]([N+:8](=[N:9][O:10][CH2:14][CH2:15][CH2:16][CH3:17])[O-:11])[CH2:5][CH2:6][CH2:7]1. The reactants are [BH4-], CCO, O=Cc1ncc[nH]1, CC(C)(N)c1ccc(Cl)cc1, Cl, [Na+], [Na+], [OH-]. Product: CC(C)(NCc1ncc[nH]1)c1ccc(Cl)cc1. RXN SMILES: [BH4-:20].[CH3:24][CH2:25][OH:26].[CH:13](=[O:14])[c:15]1[nH:16][cH:17][cH:18][n:19]1.[Cl:2][c:3]1[cH:4][cH:5][c:6]([C:9]([CH3:10])([CH3:11])[NH2:12])[cH:7][cH:8]1.[ClH:1].[Na+:21].[Na+:23].[OH-:22]>>[Cl:2][c:3]1[cH:4][cH:5][c:6]([C:9]([CH3:10])([CH3:11])[NH:12][CH2:13][c:15]2[nH:16][cH:17][cH:18][n:19]2)[cH:7][cH:8]1. Reactants: ClC1=CC=C(C(=N1)I)N (6-chloro-2-iodo-3-pyridinamine), ClC1=CC=C(C=C1)C#CCCC(=O)OC (methyl 5-(4-chlorophenyl)-4-pentynoate). The product is ClC1=CC=C2C(=N1)C(=C(N2)C2=CC=C(C=C2)Cl)CCC(=O)OC (Methyl 5-Chloro-2-(4-chlorophenyl)-1H-pyrrolo[3,2-b]pyridine-3-propanoate). Reaction SMILES: [Cl:1][C:2]1[N:7]=[C:6](I)[C:5]([NH2:9])=[CH:4][CH:3]=1.[Cl:10][C:11]1[CH:16]=[CH:15][C:14]([C:17]#[C:18][CH2:19][CH2:20][C:21]([O:23][CH3:24])=[O:22])=[CH:13][CH:12]=1>>[Cl:1][C:2]1[N:7]=[C:6]2[C:18]([CH2:19][CH2:20][C:21]([O:23][CH3:24])=[O:22])=[C:17]([C:14]3[CH:13]=[CH:12][C:11]([Cl:10])=[CH:16][CH:15]=3)[NH:9][C:5]2=[CH:4][CH:3]=1. Procedure details: Prepared from 6-chloro-2-iodo-3-pyridinamine (Description 14) and methyl 5-(4-chlorophenyl)-4-pentynoate (Description 2) according to the method of Description 4. 1H NMR (500 MHz, CDCl3) δ 8.20 (1H, br s), 7.56 (1H, d, J 8.4 Hz), 7.52 (2H, d, J 8.5 Hz), 7.47 (2H, d, J 8.5 Hz), 7.11 (1H, d, J 8.4 Hz), 3.61 (3H, s), 3.21 (2H, t, J 7.8 Hz), and 2.85 (2H, t, J 7.8 Hz).